Dataset: the Open Reaction Database (ORD), a public repository of structured organic reaction records. Task: describe an organic reaction: reactants, conditions, products, and yield Procedure: To a solution of 3-(3-benzyloxy-propoxy)-5-chloro-2-hydroxy-benzaldehyde (5.3 g, 16.6 mmol) and pyridine (3.4 mL, 41.5 mmol) in CH2Cl2 (70 mL) at 0° C. was added Tf2O (3.1 mL, 18.3 mmol) drop-wise over 5 minutes period and the reaction mixture was stirred for 3 h at room temperature. The solution was diluted with CH2Cl2 (100 mL), washed with water, brine, dried over Na2SO4, then concentrated under reduced pressure. The product was purified by silica gel column chromatography (2:1 hexanes-EtOAc m... Solvent: C(Cl)Cl (CH2Cl2), C(Cl)Cl (CH2Cl2). Reaction conditions: time 3 hour. As a reaction SMILES: [CH2:1]([O:8][CH2:9][CH2:10][CH2:11][O:12][C:13]1[C:14]([OH:22])=[C:15]([CH:18]=[C:19]([Cl:21])[CH:20]=1)[CH:16]=[O:17])[C:2]1[CH:7]=[CH:6][CH:5]=[CH:4][CH:3]=1.N1C=CC=CC=1.[O:29](S(C(F)(F)F)(=O)=O)[S:30]([C:33]([F:36])([F:35])[F:34])(=O)=[O:31]>C(Cl)Cl>[CH2:1]([O:8][CH2:9][CH2:10][CH2:11][O:12][C:13]1[CH:20]=[C:19]([Cl:21])[CH:18]=[C:15]([CH:16]=[O:17])[C:14]=1[O:22][S:30]([C:33]([F:36])([F:35])[F:34])(=[O:31])=[O:29])[C:2]1[CH:3]=[CH:4][CH:5]=[CH:6][CH:7]=1. Starting materials: C(C1=CC=CC=C1)OCCCOC=1C(=C(C=O)C=C(C1)Cl)O (3-(3-benzyloxy-propoxy)-5-chloro-2-hydroxy-benzaldehyde), N1=CC=CC=C1 (pyridine), O(S(=O)(=O)C(F)(F)F)S(=O)(=O)C(F)(F)F (Tf2O). Yield: 51.2%. The product is C(C1=CC=CC=C1)OCCCOC1=C(C(=CC(=C1)Cl)C=O)OS(=O)(=O)C(F)(F)F (Trifluoro-methanesulfonic acid 2-(3-benzyloxy-propoxy)-4-chloro-6-formyl-phenyl ester). The reactants are C(C1=CC=CC=C1)(=O)C1=C(C2=C(S1)C=CC=C2)O (2-benzoyl-benzo[b]thiophen-3-ol), N1(CCOCC1)CCN (2-(4-morpholinyl)-ethylamine). The product is N1(CCOCC1)CCN\C(=C\1/C(C2=C(S1)C=CC=C2)=O)\C2=CC=CC=C2 ((E)-2-{[[2-(4-Morpholinyl)ethyl]amino]phenylmethylene}benzo-[b]thiophen-3(2H)-one). Yield: 62.0%. RXN SMILES: [C:1]([C:9]1[S:13][C:12]2[CH:14]=[CH:15][CH:16]=[CH:17][C:11]=2[C:10]=1[OH:18])(=O)[C:2]1[CH:7]=[CH:6][CH:5]=[CH:4][CH:3]=1.[N:19]1([CH2:25][CH2:26][NH2:27])[CH2:24][CH2:23][O:22][CH2:21][CH2:20]1>>[N:19]1([CH2:25][CH2:26][NH:27]/[C:1](/[C:2]2[CH:7]=[CH:6][CH:5]=[CH:4][CH:3]=2)=[C:9]2\[C:10](=[O:18])[C:11]3[CH:17]=[CH:16][CH:15]=[CH:14][C:12]=3[S:13]\2)[CH2:24][CH2:23][O:22][CH2:21][CH2:20]1. Reported procedure: Prepared as in Example 35 from 2-benzoyl-benzo[b]thiophen-3-ol and 2-(4-morpholinyl)-ethylamine instead of ammonium acetate with a yield of 62% of theory. Starting materials: C(C)(C)NC(C)C (diisopropylamine), C(CCC)[Li] (n-butyllithium), Hexanes, FC1=CC=C(C=N1)C(C)N1CCOCC1 (4-(1-(6-fluoropyridin-3-yl)ethyl)morpholine), B(OC(C)C)(OC(C)C)OC(C)C (triisopropyl borate). The solvent is O1CCCC1 (tetrahydrofuran), C1CCOC1 (THF), C1CCOC1 (THF). Conditions: temperature -78 celsius, time 1 hour. Product: FC1=NC=C(C=C1B(O)O)C(C)N1CCOCC1 (2-fluoro-5-(1-morpholinoethyl)pyridin-3-ylboronic acid). Yield: 96.0%. RXN SMILES: C(NC(C)C)(C)C.C([Li])CCC.[F:13][C:14]1[N:19]=[CH:18][C:17]([CH:20]([N:22]2[CH2:27][CH2:26][O:25][CH2:24][CH2:23]2)[CH3:21])=[CH:16][CH:15]=1.[B:28](OC(C)C)([O:33]C(C)C)[O:29]C(C)C>O1CCCC1>[F:13][C:14]1[C:15]([B:28]([OH:33])[OH:29])=[CH:16][C:17]([CH:20]([N:22]2[CH2:27][CH2:26][O:25][CH2:24][CH2:23]2)[CH3:21])=[CH:18][N:19]=1. Reported procedure: A stirred solution of diisopropylamine (2.152 mL, 15.35 mmol) in tetrahydrofuran (20 mL) was treated with n-butyllithium 1.6M in Hexanes (9.60 mL, 15.35 mmol) at −40° C. The yellow solution was stirred at the same temperature for 1 h and then cooled to −78° C. A solution of 4-(1-(6-fluoropyridin-3-yl)ethyl)morpholine (2.69 g, 12.79 mmol) in THF (15 mL) was added via cannula over 20 min. The deep-red mixture was stirred at the same temperature for 1.5 h. Then a solution of triisopropyl borate (4.... Reactants: [Li]C(C)(C)C, CCCC[Sn](Cl)(CCCC)CCCC, Cc1nc2c(NC(=O)C(C)(C)C)cccn2c1C, CCOCC, CCCCC, O. Product: CCCC[Sn](CCCC)(CCCC)c1ccn2c(C)c(C)nc2c1NC(=O)C(C)(C)C. As a reaction SMILES: [C:19]([Li:20])([CH3:21])([CH3:22])[CH3:23].[CH2:24]([CH2:25][CH2:26][CH3:27])[Sn:28]([CH2:29][CH2:30][CH2:31][CH3:32])([CH2:33][CH2:34][CH2:35][CH3:36])[Cl:37].[CH3:1][c:2]1[n:3][c:4]2[n:5]([cH:6][cH:7][cH:8][c:9]2[NH:10][C:11]([C:12]([CH3:13])([CH3:14])[CH3:15])=[O:16])[c:17]1[CH3:18].[CH3:39][CH2:40][O:41][CH2:42][CH3:43].[CH3:44][CH2:45][CH2:46][CH2:47][CH3:48].[OH2:38]>>[CH3:1][c:2]1[n:3][c:4]2[n:5]([cH:6][cH:7][c:8]([Sn:28]([CH2:24][CH2:25][CH2:26][CH3:27])([CH2:29][CH2:30][CH2:31][CH3:32])[CH2:33][CH2:34][CH2:35][CH3:36])[c:9]2[NH:10][C:11]([C:12]([CH3:13])([CH3:14])[CH3:15])=[O:16])[c:17]1[CH3:18].